The task is: describe an organic reaction: reactants, conditions, products, and yield. This data is from the Open Reaction Database (ORD), a public repository of structured organic reaction records. Starting materials: FC(OC=1C=C(C=CC(=O)O)C=CC1)(F)F (3-(trifluoromethoxy)-cinnamic acid). Reagents/catalysts: [Pd] (palladium on activated carbon). Solvent: C(C)(=O)OCC (ethyl acetate). Reaction conditions: time 18 hour. Yields the product FC(OC=1C=C(C=CC1)CCC(=O)O)(F)F (3-(3-Trifluoromethoxy-phenyl)-propionic acid). Reaction SMILES: [F:1][C:2]([F:16])([F:15])[O:3][C:4]1[CH:5]=[C:6]([CH:12]=[CH:13][CH:14]=1)[CH:7]=[CH:8][C:9]([OH:11])=[O:10]>[Pd].C(OCC)(=O)C>[F:1][C:2]([F:15])([F:16])[O:3][C:4]1[CH:5]=[C:6]([CH2:7][CH2:8][C:9]([OH:11])=[O:10])[CH:12]=[CH:13][CH:14]=1. Reported procedure: 0.69 g of 5% palladium on activated carbon was added, under a nitrogen atmosphere, to 15 g of 3-(trifluoromethoxy)-cinnamic acid in about 125 ml of ethyl acetate p.a., and hydrogenation was then carried out for 18 hours at room temperature under a hydrogen pressure of 2 bar. Filtration over kieselguhr was then carried out, followed by washing three times with ethyl acetate, and the combined filtrates were concentrated in vacuo at from 25 to 40° C. (yield 15.8 g).